Dataset: the Open Reaction Database (ORD), a public repository of structured organic reaction records. Task: describe an organic reaction: reactants, conditions, products, and yield The reactants are CCOC(=O)Cc1ccc(N2Cc3c(c(OCC)c4ccccc4c3OCC)C2=O)cc1F, CC(=O)O, CO, ClCCl, Cl. Yields the product CCOc1c2c(c(OCC)c3ccccc13)C(=O)N(c1ccc(CC(=O)O)c(F)c1)C2. As a reaction SMILES: [CH2:1]([CH3:2])[O:3][c:4]1[c:5]2[c:6]([c:7]([O:27][CH2:28][CH3:29])[c:8]3[c:12]1[CH2:11][N:10]([c:13]1[cH:14][c:15]([F:25])[c:16]([CH2:19][C:20](=[O:21])[O:22][CH2:23][CH3:24])[cH:17][cH:18]1)[C:9]3=[O:26])[cH:30][cH:31][cH:32][cH:33]2.[CH3:34][C:35](=[O:36])[OH:37].[CH3:42][OH:43].[Cl:39][CH2:40][Cl:41].[ClH:38]>>[CH2:1]([CH3:2])[O:3][c:4]1[c:5]2[c:6]([c:7]([O:27][CH2:28][CH3:29])[c:8]3[c:12]1[CH2:11][N:10]([c:13]1[cH:14][c:15]([F:25])[c:16]([CH2:19][C:20](=[O:21])[OH:22])[cH:17][cH:18]1)[C:9]3=[O:26])[cH:30][cH:31][cH:32][cH:33]2. Reactants: C26H26N10O, C1(=CC=CC=C1)N(C(=O)C1=CC2=C(N(C(=N2)CNC2=CC=C(C=C2)C#N)C)C=C1)CCC1=NN=NN1 (1-methyl-2-[N-(4-cyanophenyl)aminomethyl]benzimidazol-5-yl-carboxylic acid-N-phenyl-N-[2-(1H-tetrazol-5-yl)ethyl]amide), Cl (hydrochloric acid), C([O-])([O-])=O.[NH4+].[NH4+] (ammonium carbonate). The solvent is C(C)O (ethanol). Yields the product Cl.C1(=CC=CC=C1)N(C(=O)C1=CC2=C(N(C(=N2)CNC2=CC=C(C=C2)C(N)=N)C)C=C1)CCC1=NN=NN1 (1-Methyl-2-[N-(4-amidinophenyl)aminomethyl]benzimidazol-5-yl-carboxylic acid-N-phenyl-N-[2-(1H-tetrazol-5-yl)ethyl]amide hydrochloride). The yield is 29.0%. RXN SMILES: [C:1]1([N:7]([CH2:30][CH2:31][C:32]2[NH:36][N:35]=[N:34][N:33]=2)[C:8]([C:10]2[CH:29]=[CH:28][C:13]3[N:14]([CH3:27])[C:15]([CH2:17][NH:18][C:19]4[CH:24]=[CH:23][C:22]([C:25]#[N:26])=[CH:21][CH:20]=4)=[N:16][C:12]=3[CH:11]=2)=[O:9])[CH:6]=[CH:5][CH:4]=[CH:3][CH:2]=1.[ClH:37].C(=O)([O-])[O-].[NH4+:42].[NH4+]>C(O)C>[ClH:37].[C:1]1([N:7]([CH2:30][CH2:31][C:32]2[NH:36][N:35]=[N:34][N:33]=2)[C:8]([C:10]2[CH:29]=[CH:28][C:13]3[N:14]([CH3:27])[C:15]([CH2:17][NH:18][C:19]4[CH:20]=[CH:21][C:22]([C:25](=[NH:42])[NH2:26])=[CH:23][CH:24]=4)=[N:16][C:12]=3[CH:11]=2)=[O:9])[CH:6]=[CH:5][CH:4]=[CH:3][CH:2]=1 |f:2.3.4,6.7|. Procedure: Prepared analogously to Example 25d from 1-methyl-2-[N-(4-cyanophenyl)aminomethyl]benzimidazol-5-yl-carboxylic acid-N-phenyl-N-[2-(1H-tetrazol-5-yl)ethyl]amide and ethanolic hydrochloric acid, ethanol, and ammonium carbonate. Yield: 29% of theory, C26H26N10O (494.6); EKA mass spectrum: (M+H)+=495. Starting materials: FC1=CC=C(C=C1)N1N=CC2=CC(=CC=C12)O[C@@H]([C@H](C)N)C1=CC(=CC=C1)OC ((1R,2S)-1-{[1-(4-fluorophenyl)-1H-indazol-5-yl]oxy}-1-(3-methoxyphenyl)propan-2-amine), C(CNC(=O)N)(=O)O (hydantoic acid). Product: C(N)(=O)NCC(=O)N[C@H]([C@@H](C1=CC(=CC=C1)OC)OC=1C=C2C=NN(C2=CC1)C1=CC=C(C=C1)F)C (2-(carbamoylamino)-N-[(1R,2S)-1-[1-(4-fluorophenyl)indazol-5-yl]oxy-1-(3-methoxyphenyl)propan-2-yl]acetamide). As a reaction SMILES: [F:1][C:2]1[CH:7]=[CH:6][C:5]([N:8]2[C:16]3[C:11](=[CH:12][C:13]([O:17][C@H:18]([C:22]4[CH:27]=[CH:26][CH:25]=[C:24]([O:28][CH3:29])[CH:23]=4)[C@@H:19]([NH2:21])[CH3:20])=[CH:14][CH:15]=3)[CH:10]=[N:9]2)=[CH:4][CH:3]=1.[C:30](O)(=[O:36])[CH2:31][NH:32][C:33]([NH2:35])=[O:34]>>[C:33]([NH:32][CH2:31][C:30]([NH:21][C@@H:19]([CH3:20])[C@H:18]([O:17][C:13]1[CH:12]=[C:11]2[C:16](=[CH:15][CH:14]=1)[N:8]([C:5]1[CH:4]=[CH:3][C:2]([F:1])=[CH:7][CH:6]=1)[N:9]=[CH:10]2)[C:22]1[CH:27]=[CH:26][CH:25]=[C:24]([O:28][CH3:29])[CH:23]=1)=[O:36])(=[O:34])[NH2:35]. Procedure: Prepared as described in Example 269 from (1R,2S)-1-(1-(4-fluorophenyl)-1H-indazol-5-yloxy) 1-(3-methoxyphenyl)propan-2-amine (6a, 200 mg, 0.51 mmol) and hydantoic acid (60 mg, 0.51 mmol). Starting materials: CCOP(OCC)C(F)c1cccc(C#Cc2ccc(OC(F)F)cc2)c1, C1CCOC1, CC(C)[N-]C(C)C, O=CC1CC1, Cl, [Li+], O. Product: FC(=CC1CC1)c1cccc(C#Cc2ccc(OC(F)F)cc2)c1. As a reaction SMILES: [CH2:1]([O:2][P:3]([O:4][CH2:5][CH3:6])[CH:8]([F:9])[c:10]1[cH:11][c:12]([C:16]#[C:17][c:18]2[cH:19][cH:20][c:21]([O:24][CH:25]([F:26])[F:27])[cH:22][cH:23]2)[cH:13][cH:14][cH:15]1)[CH3:7].[CH2:43]1[O:44][CH2:45][CH2:46][CH2:47]1.[CH3:29][CH:30]([N-:31][CH:32]([CH3:33])[CH3:34])[CH3:35].[CH:36]1([CH:39]=[O:40])[CH2:37][CH2:38]1.[ClH:41].[Li+:28].[OH2:42]>>[C:8]([F:9])([c:10]1[cH:11][c:12]([C:16]#[C:17][c:18]2[cH:19][cH:20][c:21]([O:24][CH:25]([F:26])[F:27])[cH:22][cH:23]2)[cH:13][cH:14][cH:15]1)=[CH:39][CH:36]1[CH2:37][CH2:38]1. Starting materials: Cl, CCOP(=O)(CC(O)CO)OCC, Cc1ccc(S(=O)(=O)Cl)cc1, c1ccncc1. Yields the product CCOP(=O)(CC(O)COS(=O)(=O)c1ccc(C)cc1)OCC. Reaction SMILES: [ClH:25].[OH:1][CH:2]([CH2:3][P:4]([O:5][CH2:6][CH3:7])([O:8][CH2:9][CH3:10])=[O:11])[CH2:12][OH:13].[S:14](=[O:15])(=[O:16])([c:17]1[cH:18][cH:19][c:20]([CH3:21])[cH:22][cH:23]1)[Cl:24].[cH:26]1[cH:27][cH:28][n:29][cH:30][cH:31]1>>[OH:1][CH:2]([CH2:3][P:4]([O:5][CH2:6][CH3:7])([O:8][CH2:9][CH3:10])=[O:11])[CH2:12][O:13][S:14](=[O:15])(=[O:16])[c:17]1[cH:18][cH:19][c:20]([CH3:21])[cH:22][cH:23]1. The reactants are FC1=C(C(=O)NC2=CC=C(C=C2)C=2N=C(SC2C)C2=NC=CC=C2)C(=CC=C1)F (2,6-Difluoro-N-(4-(5-methyl-2-(pyridin-2-yl)thiazol-4-yl)phenyl)benzamide), [Br-].[Br-].[Br-].C1(=CC=CC=C1)[N+](C)(C)C.C1(=CC=CC=C1)[N+](C)(C)C.C1(=CC=CC=C1)[N+](C)(C)C (phenyltrimethylammonium tribromide). Solvent: CCO (EtOH), C1CCOC1 (THF). Product: N1=C(C=CC=C1)C(N)=S (pyridine-2-carbothioamide). The yield is 100.6%. Reaction SMILES: FC1C=CC=C(F)C=1C(NC1C=CC(C2[N:14]=[C:15]([C:19]3[CH:24]=[CH:23][CH:22]=[CH:21][N:20]=3)[S:16]C=2C)=CC=1)=O.[Br-].[Br-].[Br-].C1([N+](C)(C)C)C=CC=CC=1.C1([N+](C)(C)C)C=CC=CC=1.C1([N+](C)(C)C)C=CC=CC=1>C1COCC1.CCO>[N:20]1[CH:21]=[CH:22][CH:23]=[CH:24][C:19]=1[C:15](=[S:16])[NH2:14] |f:1.2.3.4.5.6|. Reported procedure: The solution of 2 (0.5 g, 1.73 mmol) in THF (100 mL) with phenyltrimethylammonium tribromide (0.68 g, 1.8 mmol) was heated at 60° C. for 2 hr. Then the solution was quenched with water and extracted with EtOAc (3×50 mL). The combined EtOAc solution was concentrated to give the crude product, which could be used directly for the next step without further purification. The solution of resulting crude product with pyridine-2-carbothioamide (0.24 g, 1.74 mmol) in EtOH was heated at 70° C. overnight....